Dataset: the Open Reaction Database (ORD), a public repository of structured organic reaction records. Task: describe an organic reaction: reactants, conditions, products, and yield Reactants: CS(=O)(=O)C1NC(=O)C1NC(c1ccccc1)(c1ccccc1)c1ccccc1, CCOC(C)=O, N#C[K], CN(C)C=O, O. The product is N#CC1NC(=O)C1NC(c1ccccc1)(c1ccccc1)c1ccccc1. RXN SMILES: [CH3:1][S:2](=[O:3])(=[O:4])[CH:5]1[CH:6]([NH:10][C:11]([c:12]2[cH:13][cH:14][cH:15][cH:16][cH:17]2)([c:18]2[cH:19][cH:20][cH:21][cH:22][cH:23]2)[c:24]2[cH:25][cH:26][cH:27][cH:28][cH:29]2)[C:7](=[O:9])[NH:8]1.[CH3:33][CH2:34][O:35][C:36](=[O:37])[CH3:38].[K:30][C:31]#[N:32].[O:39]=[CH:40][N:41]([CH3:42])[CH3:43].[OH2:44]>>[CH:5]1([C:31]#[N:32])[CH:6]([NH:10][C:11]([c:12]2[cH:13][cH:14][cH:15][cH:16][cH:17]2)([c:18]2[cH:19][cH:20][cH:21][cH:22][cH:23]2)[c:24]2[cH:25][cH:26][cH:27][cH:28][cH:29]2)[C:7](=[O:9])[NH:8]1. Reactants: FC1=CC=C(C=C1)[C@]1(CCN(C(O1)=O)[C@@H](C)C1=CC=C(C=C1)C=1N=CNC(C1)=O)CCCO ((R)-6-(4-fluorophenyl)-6-(3-hydroxypropyl)-3-((S)-1-(4-(6-oxo-1,6-dihydropyrimidin-4-yl)phenyl)ethyl)-1,3-oxazinan-2-one), CC(C)(C)[Si](C)(C)Cl (TBSCl), [H-].[Na+] (NaH), CI (MeI), [N+](CC)(CC)(CC)CC.[F-] (Et4NF). The product is FC1=CC=C(C=C1)[C@]1(CCN(C(O1)=O)[C@@H](C)C1=CC=C(C=C1)C=1N=CN(C(C1)=O)C)CCCO ((R)-6-(4-fluorophenyl)-6-(3-hydroxypropyl)-3-((S)-1-(4-(1-methyl-6-oxo-1,6-dihydropyrimidin-4-yl)phenyl)ethyl)-1,3-oxazinan-2-one). RXN SMILES: [F:1][C:2]1[CH:7]=[CH:6][C:5]([C@:8]2([CH2:30][CH2:31][CH2:32][OH:33])[O:13][C:12](=[O:14])[N:11]([C@H:15]([C:17]3[CH:22]=[CH:21][C:20]([C:23]4[N:24]=[CH:25][NH:26][C:27](=[O:29])[CH:28]=4)=[CH:19][CH:18]=3)[CH3:16])[CH2:10][CH2:9]2)=[CH:4][CH:3]=1.[CH3:34]C([Si](Cl)(C)C)(C)C.[H-].[Na+].CI.[N+](CC)(CC)(CC)CC.[F-]>>[F:1][C:2]1[CH:3]=[CH:4][C:5]([C@:8]2([CH2:30][CH2:31][CH2:32][OH:33])[O:13][C:12](=[O:14])[N:11]([C@H:15]([C:17]3[CH:22]=[CH:21][C:20]([C:23]4[N:24]=[CH:25][N:26]([CH3:34])[C:27](=[O:29])[CH:28]=4)=[CH:19][CH:18]=3)[CH3:16])[CH2:10][CH2:9]2)=[CH:6][CH:7]=1 |f:2.3,5.6|. Procedure: The title compound was prepared from (R)-6-(4-fluorophenyl)-6-(3-hydroxypropyl)-3-((S)-1-(4-(6-oxo-1,6-dihydropyrimidin-4-yl)phenyl)ethyl)-1,3-oxazinan-2-one by treatment with (i) TBSCl, (ii) NaH, MeI and (iii) Et4NF. LC-MS Method 2 tR=0.87, m/z=452.15; 1H NMR (CD3OD) 1.20 (m, 2H), 1.49 (d, 3H), 1.83 (m, 2H), 2.15 (m, 1H), 2.22-2.41 (m, 2H), 3.07 (m, 1H), 3.38 (t, 2H), 5.50 (m, 1H), 6.88 (d, 1H), 7.01 (m, 4H), 7.21 (m, 2H), 7.79 (m, 2H), 7.90 (s, 1H). The reactants are C(C)(C)(C)C1CCC2(CC(CO2)CN)CC1 (8-t-butyl-3-aminomethyl-1-oxaspiro(4,5)-decane), C1(CCCCC1)=O (cyclohexanone), C(#N)[BH3-].[Na+] (sodium cyanoborohydride). The reagents and catalysts are [Cl-].[Zn+2].[Cl-] (zinc chloride). Run in CO (methanol). Yields the product C(C)(C)(C)C1CCC2(CC(CO2)CNC2CCCCC2)CC1 (8-t-butyl-3-cyclohexylaminomethyl-1-oxaspiro-(4,5)decane). The yield is 104.3%. As a reaction SMILES: [C:1]([CH:5]1[CH2:16][CH2:15][C:8]2([O:12][CH2:11][CH:10]([CH2:13][NH2:14])[CH2:9]2)[CH2:7][CH2:6]1)([CH3:4])([CH3:3])[CH3:2].[C:17]1(=O)[CH2:22][CH2:21][CH2:20][CH2:19][CH2:18]1.C([BH3-])#N.[Na+]>CO.[Cl-].[Zn+2].[Cl-]>[C:1]([CH:5]1[CH2:16][CH2:15][C:8]2([O:12][CH2:11][CH:10]([CH2:13][NH:14][CH:17]3[CH2:22][CH2:21][CH2:20][CH2:19][CH2:18]3)[CH2:9]2)[CH2:7][CH2:6]1)([CH3:4])([CH3:2])[CH3:3] |f:2.3,5.6.7|. Reported procedure: To a solution of 8-t-butyl-3-aminomethyl-1-oxaspiro(4,5)-decane (1.2 g, 5.3 mmol), cyclohexanone (0.54 g, 5.5 mmol) and zinc chloride (0.4 g, 3 mmol) in methanol (15 ml) was added sodium cyanoborohydride (0.4 g, 6.4 mmol). The reaction mixture was stirred over night. The solvent was then evaporated in vacuo and the resulting residue was treated with a mixture of saturated aqueous sodium carbonate/toluene (50 ml each). The organic layer was separated, dried (MgSO4) and evaporated in vacuo to yiel... Starting materials: COCc1ccc(N)nc1C, Cc1c(Cl)cccc1S(=O)(=O)Cl. Product: COCc1ccc(NS(=O)(=O)c2cccc(Cl)c2C)nc1C. Reaction SMILES: [CH3:1][O:2][CH2:3][c:4]1[cH:5][cH:6][c:7]([NH2:11])[n:8][c:9]1[CH3:10].[Cl:12][c:13]1[c:14]([CH3:23])[c:15]([S:19](=[O:20])(=[O:21])[Cl:22])[cH:16][cH:17][cH:18]1>>[CH3:1][O:2][CH2:3][c:4]1[cH:5][cH:6][c:7]([NH:11][S:19]([c:15]2[c:14]([CH3:23])[c:13]([Cl:12])[cH:18][cH:17][cH:16]2)(=[O:20])=[O:21])[n:8][c:9]1[CH3:10]. Reactants: C(C)C1C(CC(C(C(OC(C2CCCCN2C(C(C2(C(CC(C(C(CC(CC(=C1)C)C)OC)O2)OC)C)O)=O)=O)=O)C(=CC2CC(C(CC2)N=[N+]=[N-])OC)C)C)O)=O (17-ethyl-1,14-dihydroxy-12-[2'-(4"-azido-3"-methoxycyclohexyl)-1'-methylvinyl]-23,25-dimethoxy-13,19,21,27-tetramethyl-11,28-dioxa-4-azatricyclo[22.3.1.04,9 ]octacos-18-ene-2,3,10,16-tetraone), C1(=CC=C(C=C1)S(=O)(=O)O)C (p-toluenesulfonic acid). The solvent is C1=CC=CC=C1 (benzene). Yields the product C(C)C1C(C=CC(C(OC(C2CCCCN2C(C(C2(C(CC(C(C(CC(CC(=C1)C)C)OC)O2)OC)C)O)=O)=O)=O)C(=CC2CC(C(CC2)N=[N+]=[N-])OC)C)C)=O (17-Ethyl-1-hydroxy-12-[2'-(4"-azido-3"-methoxycyclohexyl)-1'-methylvinyl]-23,25-dimethoxy-13,19,21,27-tetramethyl-11,28-dioxa-4-azatricyclo[22.3.1.04,9 ]-octacos-14,18-diene-2,3,10,16-tetraone). Reaction SMILES: [CH2:1]([CH:3]1[CH:29]=[C:28]([CH3:30])[CH2:27][CH:26]([CH3:31])[CH2:25][CH:24]([O:32][CH3:33])[CH:23]2[O:34][C:19]([OH:38])([CH:20]([CH3:37])[CH2:21][CH:22]2[O:35][CH3:36])[C:18](=[O:39])[C:17](=[O:40])[N:16]2[CH:11]([CH2:12][CH2:13][CH2:14][CH2:15]2)[C:10](=[O:41])[O:9][CH:8]([C:42]([CH3:55])=[CH:43][CH:44]2[CH2:49][CH2:48][CH:47]([N:50]=[N+:51]=[N-:52])[CH:46]([O:53][CH3:54])[CH2:45]2)[CH:7]([CH3:56])[CH:6](O)[CH2:5][C:4]1=[O:58])[CH3:2].C1(C)C=CC(S(O)(=O)=O)=CC=1>C1C=CC=CC=1>[CH2:1]([CH:3]1[CH:29]=[C:28]([CH3:30])[CH2:27][CH:26]([CH3:31])[CH2:25][CH:24]([O:32][CH3:33])[CH:23]2[O:34][C:19]([OH:38])([CH:20]([CH3:37])[CH2:21][CH:22]2[O:35][CH3:36])[C:18](=[O:39])[C:17](=[O:40])[N:16]2[CH:11]([CH2:12][CH2:13][CH2:14][CH2:15]2)[C:10](=[O:41])[O:9][CH:8]([C:42]([CH3:55])=[CH:43][CH:44]2[CH2:49][CH2:48][CH:47]([N:50]=[N+:51]=[N-:52])[CH:46]([O:53][CH3:54])[CH2:45]2)[CH:7]([CH3:56])[CH:6]=[CH:5][C:4]1=[O:58])[CH3:2]. Procedure details: A solution of 17-ethyl-1,14-dihydroxy-12-[2'-(4"-azido-3"-methoxycyclohexyl)-1'-methylvinyl]-23,25-dimethoxy-13,19,21,27-tetramethyl-11,28-dioxa-4-azatricyclo[22.3.1.04,9 ]octacos-18-ene-2,3,10,16-tetraone (210 mg, Example 2, step 2E) and a catalytic amount of p-toluenesulfonic acid in 40 ml of dry benzene was refluxed for 2.5 h under nitrogen atmosphere. The solvent was removed under reduced pressure and the dark brown residue was purified by column chromatography on silica gel (40% ethyl aceta... Starting materials: C(C=C)N1CCN(CC1)C1=NC2(C(=C1)SC1=CC=CC=C1)C=CC(C=C2)=O (2-(4-allyl-1-piperazinyl)-4-phenylthio-1-azaspiro[4.5]deca-1,3,6,9-tetraen-8-one), ClC1=C(C=C(C=C1)Cl)Cl (1,2,4-trichlorobenzene), C(C(=O)O)(=O)O (Oxalic acid). The solvent is CC(=O)C (acetone), CC(=O)C (acetone). Yields the product C(C(=O)O)(=O)O.C(C(=O)O)(=O)O.C(C=C)N1CCN(CC1)C1=CC(=C2N1C=CC(C=C2)=O)SC2=CC=CC=C2 (3-(4-Allyl-1-piperazinyl)-1-phenylthio-7H-pyrrolo[1,2-a]azepin-7 -one dioxalate). Isolated yield 41.6%. RXN SMILES: [CH2:1]([N:4]1[CH2:9][CH2:8][N:7]([C:10]2[CH:14]=[C:13]([S:15][C:16]3[CH:21]=[CH:20][CH:19]=[CH:18][CH:17]=3)[C:12]3([CH:26]=[CH:25][C:24](=[O:27])[CH:23]=[CH:22]3)[N:11]=2)[CH2:6][CH2:5]1)[CH:2]=[CH2:3].ClC1C=CC(Cl)=CC=1Cl.[C:37]([OH:42])(=[O:41])[C:38]([OH:40])=[O:39]>CC(C)=O>[C:37]([OH:42])(=[O:41])[C:38]([OH:40])=[O:39].[C:37]([OH:42])(=[O:41])[C:38]([OH:40])=[O:39].[CH2:1]([N:4]1[CH2:9][CH2:8][N:7]([C:10]2[N:11]3[CH:26]=[CH:25][C:24](=[O:27])[CH:23]=[CH:22][C:12]3=[C:13]([S:15][C:16]3[CH:17]=[CH:18][CH:19]=[CH:20][CH:21]=3)[CH:14]=2)[CH2:6][CH2:5]1)[CH:2]=[CH2:3] |f:4.5.6|. Procedure details: By working as in Example 5, but starting with 2-(4-allyl-1-piperazinyl)-4-phenylthio-1-azaspiro[4.5]deca-1,3,6,9-tetraen-8-one (15.2 g) and 1,2,4-trichlorobenzene (150 cc), a residue is obtained which is redissolved in chlorofrom (300 cc). The solution obtained is poured into silica (300 g) contained in a column 4.2 cm in diameter. Elution is first performed with chloroform (1 liter) and this eluate is rejected. Elution is then performed with a mixture of chloroform and methanol (90:10 by volume... Starting materials: CC(=O)O, Cl, C=C1C2C3CC(F)C(=O)C3(C)CCC2C2(C)C(C)=CC(=O)C3OC32C1C. Product: C=C1C(C)C2=C(Cl)C(=O)C=C(C)C2(C)C2CCC3(C)C(=O)C(F)CC3C12. As a reaction SMILES: [CH3:28][C:29](=[O:30])[OH:31].[ClH:27].[O:1]1[CH:2]2[C:3]13[CH:4]([CH3:26])[C:5](=[CH2:25])[CH:6]1[CH:7]4[CH2:8][CH:9]([F:24])[C:10](=[O:23])[C:11]4([CH3:12])[CH2:13][CH2:14][CH:15]1[C:16]3([CH3:22])[C:17]([CH3:21])=[CH:18][C:19]2=[O:20]>>[C:2]1([Cl:27])=[C:3]2[CH:4]([CH3:26])[C:5](=[CH2:25])[CH:6]3[CH:7]4[CH2:8][CH:9]([F:24])[C:10](=[O:23])[C:11]4([CH3:12])[CH2:13][CH2:14][CH:15]3[C:16]2([CH3:22])[C:17]([CH3:21])=[CH:18][C:19]1=[O:20].